From a dataset of the Open Reaction Database (ORD), a public repository of structured organic reaction records. describe an organic reaction: reactants, conditions, products, and yield Reaction SMILES: [CH3:1][C@@:2]12[C@H:12]3[CH2:13][CH2:14][C@:15]4([CH3:21])[C@@H:19]([OH:20])[CH2:18][CH2:17][C@H:16]4[C@@H:11]3[CH2:10][CH2:9][C@H:8]1[CH2:7][C:5](=[O:6])[CH2:4][CH2:3]2.CCCCCCCCCCC(O[C@@H]1[C@@]2(C)CC[C@@H]3[C@]4(C)C(=CC(CC4)=O)CC[C@H]3[C@@H]2CC1)=O>>[CH3:21][C@@:15]12[C@@H:19]([OH:20])[CH2:18][CH2:17][C@H:16]1[C@@H:11]1[CH2:10][CH2:9][C:8]3[C@@:2]([CH3:1])([C@H:12]1[CH2:13][CH2:14]2)[CH2:3][CH2:4][C:5](=[O:6])[CH:7]=3. Starting materials: C[C@]12CCC(=O)C[C@@H]1CC[C@@H]3[C@@H]2CC[C@]4([C@H]3CC[C@@H]4O)C (dihydrotestosterone), testosterone alkyl ester, CCCCCCCCCCC(=O)O[C@H]1CC[C@@H]2[C@@]1(CC[C@H]3[C@H]2CCC4=CC(=O)CC[C@]34C)C (testosterone undecanoate). Yields the product C[C@]12CC[C@H]3[C@H]([C@@H]1CC[C@@H]2O)CCC4=CC(=O)CC[C@]34C (testosterone). Procedure details: In some embodiments, a pharmaceutical composition or oral dosage form described herein (e.g., for use in a steroidal, such as testosterone undecanoate, therapy) is formulated such that a single administration of the pharmaceutical composition or oral dosage form provides a mean plasma Cmax of testosterone that is about 19 ng/mL or less, about 18 ng/mL or less, about 17 ng/mL or less, about 16 ng/mL or less, about 15 ng/mL or less, about 14 ng/mL or less, about 5 ng/mL to about 19 ng/mL, about 5 ... Starting materials: C1CCOC1, CC(C)=O, CC(C)[N-]C(C)C, Fc1cccnc1, [Li+]. The product is CC(C)(O)c1ccncc1F. RXN SMILES: [CH2:20]1[O:21][CH2:22][CH2:23][CH2:24]1.[CH3:16][C:17]([CH3:18])=[O:19].[CH3:9][CH:10]([N-:11][CH:12]([CH3:13])[CH3:14])[CH3:15].[F:1][c:2]1[cH:3][n:4][cH:5][cH:6][cH:7]1.[Li+:8]>>[F:1][c:2]1[cH:3][n:4][cH:5][cH:6][c:7]1[C:17]([CH3:16])([CH3:18])[OH:19]. Starting materials: CCOC(=O)c1cnc(N)c2ncn(CCCl)c12, C1CCOC1, CO, Cc1ccccc1, [Na+], [OH-]. Yields the product Nc1ncc(C(=O)O)c2c1ncn2CCCl. RXN SMILES: [CH2:1]([CH3:2])[O:3][C:4](=[O:5])[c:6]1[c:7]2[c:8]([c:9]([NH2:12])[n:10][cH:11]1)[n:13][cH:14][n:15]2[CH2:16][CH2:17][Cl:18].[CH2:21]1[O:22][CH2:23][CH2:24][CH2:25]1.[CH3:26][OH:27].[CH3:28][c:29]1[cH:30][cH:31][cH:32][cH:33][cH:34]1.[Na+:20].[OH-:19]>>[O:3]=[C:4]([OH:5])[c:6]1[c:7]2[c:8]([c:9]([NH2:12])[n:10][cH:11]1)[n:13][cH:14][n:15]2[CH2:16][CH2:17][Cl:18].